This data is from the Open Reaction Database (ORD), a public repository of structured organic reaction records. The task is: describe an organic reaction: reactants, conditions, products, and yield The reactants are ClC=1C=C(C=CC1F)NC1=C(C=NC2=CC(=C(C=C12)[N+](=O)[O-])OC)C#N (4-[(3-chloro-4-fluorophenyl)amino]-7-methoxy-6-nitro-quinoline-3-carbonitrile), [Cl-].[NH4+] (ammonium chloride), CO (methanol). The reagents and catalysts are [Fe] (iron). Solvent: O (water), C(C)(=O)OCC (ethyl acetate). Product: NC=1C=C2C(=C(C=NC2=CC1OC)C#N)NC1=CC(=C(C=C1)F)Cl (6-Amino-4-(3-chloro-4-fluoro-phenylamino)-7-methoxy-quinoline-3-carbonitrile). Yield: 75.9%. As a reaction SMILES: [Cl:1][C:2]1[CH:3]=[C:4]([NH:9][C:10]2[C:19]3[C:14](=[CH:15][C:16]([O:23][CH3:24])=[C:17]([N+:20]([O-])=O)[CH:18]=3)[N:13]=[CH:12][C:11]=2[C:25]#[N:26])[CH:5]=[CH:6][C:7]=1[F:8].[Cl-].[NH4+].CO>O.C(OCC)(=O)C.[Fe]>[NH2:20][C:17]1[CH:18]=[C:19]2[C:14](=[CH:15][C:16]=1[O:23][CH3:24])[N:13]=[CH:12][C:11]([C:25]#[N:26])=[C:10]2[NH:9][C:4]1[CH:5]=[CH:6][C:7]([F:8])=[C:2]([Cl:1])[CH:3]=1 |f:1.2|. Reported procedure: A mixture of 4.88 g (13 mmol) of 4-[(3-chloro-4-fluorophenyl)amino]-7-methoxy-6-nitro-quinoline-3-carbonitrile, 5.2 g (97.5 mmol) of ammonium chloride, and 3.3 g (58.5 mmol) iron was stirred at reflux in 60 ml of water and 60 ml of methanol for 4.5 hours. The mixture was diluted with 500 ml of hot ethyl acetate and the hot mixture was filtered. The filtration was washed with saturated sodium chloride solution and then the organic layer was dried over sodium sulfate. The solvent was removed and t... Starting materials: [OH-].[Na+] (sodium hydroxide), ClCCl (dichloromethane), C(C)OC(=O)[C@H]1CN(CCC1)CCON=C1C(CCCC1)=CC1=CC=CC=C1 ((R)-1-(2-(((2-(benzylidene)cyclohexylidene)amino)oxy)ethyl)-3-piperidinecarboxylic acid ethyl ester), Cl (hydrochloric acid). Solvent: C(C)O (ethanol), O (water). Reaction conditions: time 3 hour. The product is Cl.C(C1=CC=CC=C1)=C1C(CCCC1)=NOCCN1C[C@@H](CCC1)C(=O)O ((R)-1-(2-(((2-(Benzylidene)cyclohexylidene)amino)oxy)ethyl)-3-piperidinecarboxylic acid hydrochloride). As a reaction SMILES: C([O:3][C:4]([C@@H:6]1[CH2:11][CH2:10][CH2:9][N:8]([CH2:12][CH2:13][O:14][N:15]=[C:16]2[CH2:21][CH2:20][CH2:19][CH2:18][C:17]2=[CH:22][C:23]2[CH:28]=[CH:27][CH:26]=[CH:25][CH:24]=2)[CH2:7]1)=[O:5])C.[OH-].[Na+].Cl.[Cl:32]CCl>C(O)C.O>[ClH:32].[CH:22](=[C:17]1[CH2:18][CH2:19][CH2:20][CH2:21][C:16]1=[N:15][O:14][CH2:13][CH2:12][N:8]1[CH2:9][CH2:10][CH2:11][C@@H:6]([C:4]([OH:5])=[O:3])[CH2:7]1)[C:23]1[CH:24]=[CH:25][CH:26]=[CH:27][CH:28]=1 |f:1.2,7.8|. Procedure details: The above ester (2.5 g, 6.5 mmol) was dissolved in ethanol (20 ml) and 4N sodium hydroxide (4.9 ml) was added. The mixture was stirred at ambient temperature for 3 h and excess concentrated hydrochloric acid was added followed by dichloromethane (300 ml) and water (15 ml). The phases were separated and the organic phase was dried (MgSO4) and the solvent evaporated in vacuo. The residue was re-evaporated with acetone and recrystallised from acetone (180 ml) to give 1.5 g of the title compound as ... The reactants are C[Si](Cl)(Cl)C (dimethyldichlorosilane), ClC1=CC=C(C=C1)[Mg]Cl (p-chiorophenylmagnesium chloride), C(=C)[Mg]Cl (vinylmagnesium chloride), C1(=CC=CC=C1)C (toluene), C1(=CC=CC=C1)C (toluene). Solvent: O1CCCC1 (tetrahydrofurane), O1CCCC1 (tetrahydrofurane). Run at temperature 25 celsius. Product: ClC1=CC=C(C=C1)[SiH2]C=C(C)C (p-chlorophenyldimethylvinylsilane). The yield is 51.3%. Reaction SMILES: [CH3:1][Si:2]([CH3:5])(Cl)Cl.[C:6]1(C)[CH:11]=CC=C[CH:7]=1.[Cl:13][C:14]1[CH:19]=[CH:18]C([Mg]Cl)=[CH:16][CH:15]=1.C([Mg]Cl)=C>O1CCCC1>[Cl:13][C:14]1[CH:15]=[CH:16][C:1]([SiH2:2][CH:5]=[C:6]([CH3:11])[CH3:7])=[CH:18][CH:19]=1. Reported procedure: Forty cubic centimeters (0.33 mol) of dimethyldichlorosilane at 20° C. were placed in a three-neck balloon-flask swept by a flow of nitrogen. Eighty cubic centimeters of toluene were added while agitating the mixture. The temperature was changed to 5° C., then 0.33 mol of p-chiorophenylmagnesium chloride was added in 30 mn in the form of a solution in tetrahydrofurane (140 cubic centimeters). Twenty cubic centimeters of toluene were added and shaken for 2 hours 30 minutes. Then 0.36 mol of vinyl... Starting materials: O=C1O[C@H](CN1C1=CC(=C(C=C1)C=1CN(CCC1)C(COC(C)=O)=O)F)CNC(C)=O ((S)-N-[[2-Oxo-3-[3-fluoro-4-[1-[(acetoxy)acetyl]-5,6-dihydro-2H-pyridin-3-yl]phenyl]-5-oxazolidinyl]methyl]acetamide), C([O-])([O-])=O.[K+].[K+] (potassium carbonate), Cl (hydrochloric acid). Solvent: O (water), C(Cl)Cl (methylene chloride), CO (methanol). Run at time 2 hour. The product is OCC(=O)N1CC(=CCC1)C1=C(C=C(C=C1)N1C(O[C@H](C1)CNC(C)=O)=O)F ((S)-N-[[3-[4-[1-(Hydroxyacetyl)-5,6-dihydro-2H-pyridin-3yl]-3-fluoropheny]-2-oxo-5-oxazolidinyl]methyl]acetamide). As a reaction SMILES: [O:1]=[C:2]1[N:6]([C:7]2[CH:12]=[CH:11][C:10]([C:13]3[CH2:14][N:15]([C:19](=[O:25])[CH2:20][O:21]C(=O)C)[CH2:16][CH2:17][CH:18]=3)=[C:9]([F:26])[CH:8]=2)[CH2:5][C@H:4]([CH2:27][NH:28][C:29](=[O:31])[CH3:30])[O:3]1.C(=O)([O-])[O-].[K+].[K+].Cl>CO.O.C(Cl)Cl>[OH:21][CH2:20][C:19]([N:15]1[CH2:16][CH2:17][CH:18]=[C:13]([C:10]2[CH:11]=[CH:12][C:7]([N:6]3[CH2:5][C@H:4]([CH2:27][NH:28][C:29](=[O:31])[CH3:30])[O:3][C:2]3=[O:1])=[CH:8][C:9]=2[F:26])[CH2:14]1)=[O:25] |f:1.2.3|. Reported procedure: A mixture of (S)-N-[[2-oxo-3-[3-fluoro-4-[1-[(acetoxy)acetyl]-5,6-dihydro-2H-pyridin-3-yl]phenyl]-5-oxazolidinyl]methyl]acetamide (EXAMPLE 70, Step 3, 105 mg) and anhydrous potassium carbonate (67 mg) in methanol (4.8 mL) is stirred under N2 at ambient temperature for 2 hrs and is then neutralized with hydrochloric acid (1 M), diluted with water (10 mL) and methylene chloride (40 mL), and the layers are separated. The organic phase is washed with saline (10 mL), dried over anhydrous sodium sulfa...